From a dataset of the Open Reaction Database (ORD), a public repository of structured organic reaction records. describe an organic reaction: reactants, conditions, products, and yield Reactants: C(#N)N1CCC(CC1)N(C(=O)C=1C=NC(=NC1)C1=CC=C(C=C1)CC#N)C1CC1 (2-(4-cyanomethyl-phenyl)-pyrimidine-5-carboxylic acid (1-cyano-piperidin-4-yl)-cyclopropyl-amide), ONC(CC)=N (N-hydroxy-propionamidine). The product is C1(CC1)N(C(=O)C=1C=NC(=NC1)C1=CC=C(C=C1)CC#N)C1CCN(CC1)C1=NC(=NO1)CC (2-(4-Cyanomethyl-phenyl)-pyrimidine-5-carboxylic acid cyclopropyl-[1-(3-ethyl-[1,2,4]oxadiazol-5-yl)-piperidin-4-yl]-amide). As a reaction SMILES: [C:1]([N:3]1[CH2:8][CH2:7][CH:6]([N:9]([CH:27]2[CH2:29][CH2:28]2)[C:10]([C:12]2[CH:13]=[N:14][C:15]([C:18]3[CH:23]=[CH:22][C:21]([CH2:24][C:25]#[N:26])=[CH:20][CH:19]=3)=[N:16][CH:17]=2)=[O:11])[CH2:5][CH2:4]1)#[N:2].[OH:30][NH:31][C:32](=N)[CH2:33][CH3:34]>>[CH:27]1([N:9]([CH:6]2[CH2:5][CH2:4][N:3]([C:1]3[O:30][N:31]=[C:32]([CH2:33][CH3:34])[N:2]=3)[CH2:8][CH2:7]2)[C:10]([C:12]2[CH:17]=[N:16][C:15]([C:18]3[CH:19]=[CH:20][C:21]([CH2:24][C:25]#[N:26])=[CH:22][CH:23]=3)=[N:14][CH:13]=2)=[O:11])[CH2:28][CH2:29]1. Reported procedure: The title compound is prepared from 2-(4-cyanomethyl-phenyl)-pyrimidine-5-carboxylic acid (1-cyano-piperidin-4-yl)-cyclopropyl-amide and N-hydroxy-propionamidine following a procedure analogous to that described in Example 6. LC (method 3): tR=1.86 min; Mass spectrum (ESI+): m/z=458 [M+H]+. The reactants are CCOC(OCC)c1cc2cnccc2o1, O=CO, O. The product is O=Cc1cc2cnccc2o1. Reaction SMILES: [CH2:1]([O:3][CH:4]([O:2][CH2:14][CH3:15])[c:5]1[cH:6][c:7]2[cH:8][n:9][cH:10][cH:11][c:12]2[o:13]1)[CH3:16].[CH:17]([OH:18])=[O:19].[OH2:20]>>[O:3]=[CH:4][c:5]1[cH:6][c:7]2[cH:8][n:9][cH:10][cH:11][c:12]2[o:13]1. Reactants: CCCCCCCCNC(=O)C1CCCCN1C(=O)OC(C)(C)C, ClCCl, O=C(O)C(F)(F)F. The product is CCCCCCCCNC(=O)C1CCCCN1. Reaction SMILES: [CH2:1]([CH2:2][CH2:3][CH2:4][CH2:5][CH2:6][CH2:7][CH3:8])[NH:9][C:10](=[O:11])[CH:12]1[N:13]([C:18]([O:19][C:20]([CH3:21])([CH3:22])[CH3:23])=[O:24])[CH2:14][CH2:15][CH2:16][CH2:17]1.[CH2:32]([Cl:33])[Cl:34].[OH:25][C:26]([C:27]([F:28])([F:29])[F:30])=[O:31]>>[CH2:1]([CH2:2][CH2:3][CH2:4][CH2:5][CH2:6][CH2:7][CH3:8])[NH:9][C:10](=[O:11])[CH:12]1[NH:13][CH2:14][CH2:15][CH2:16][CH2:17]1. Starting materials: CC=Cc1c(C)cccc1C(=O)NC1(C(=O)OCC)Cc2ccc(F)cc2C1, CCO, [K+], [OH-], O. The product is CC=Cc1c(C)cccc1C(=O)NC1(C(=O)O)Cc2ccc(F)cc2C1. RXN SMILES: [CH2:1]([CH3:2])[O:3][C:4](=[O:5])[C:6]1([NH:16][C:17]([c:18]2[c:19]([CH:25]=[CH:26][CH3:27])[c:20]([CH3:24])[cH:21][cH:22][cH:23]2)=[O:28])[CH2:7][c:8]2[cH:9][cH:10][c:11]([F:15])[cH:12][c:13]2[CH2:14]1.[CH3:32][CH2:33][OH:34].[K+:30].[OH-:29].[OH2:31]>>[O:3]=[C:4]([OH:5])[C:6]1([NH:16][C:17]([c:18]2[c:19]([CH:25]=[CH:26][CH3:27])[c:20]([CH3:24])[cH:21][cH:22][cH:23]2)=[O:28])[CH2:7][c:8]2[cH:9][cH:10][c:11]([F:15])[cH:12][c:13]2[CH2:14]1.